Dataset: the Open Reaction Database (ORD), a public repository of structured organic reaction records. Task: describe an organic reaction: reactants, conditions, products, and yield Starting materials: FC1(CCC(CC1)C(=O)NCC(CCN1[C@H]2CC(C[C@@H]1CC2)N2C(=NC1=C2C=CC=C1)C)(C1=CC=CC=C1)C)F (4,4-difluoro-N-{2-methyl-4-[(1R,5S)-3-(2-methyl-1H-benzimidazol-1-yl)-8-azabicyclo[3.2.1]oct-8-yl]-2-phenylbutyl}cyclohexanecarboxamide), [H-].[Na+] (sodium hydride), suspension, IC (Iodomethane), O (Water). Solvent: CN(C)C=O (DMF). Run at time 30 minute. The product is FC1(CCC(CC1)C(=O)N(CC(CCN1[C@H]2CC(C[C@@H]1CC2)N2C(=NC1=C2C=CC=C1)C)(C1=CC=CC=C1)C)C)F (4,4-difluoro-N-methyl-N-{2-methyl-4-[(1R,5S)-3-(2-methyl-1H-benzimidazol-1-yl)-8-azabicyclo[3.2.1]oct-8-yl]-2-phenylbutyl}cyclohexanecarboxamide). The yield is 8.9%. RXN SMILES: [F:1][C:2]1([F:40])[CH2:7][CH2:6][CH:5]([C:8]([NH:10][CH2:11][C:12]([CH3:39])([C:33]2[CH:38]=[CH:37][CH:36]=[CH:35][CH:34]=2)[CH2:13][CH2:14][N:15]2[C@H:20]3[CH2:21][CH2:22][C@@H:16]2[CH2:17][CH:18]([N:23]2[C:27]4[CH:28]=[CH:29][CH:30]=[CH:31][C:26]=4[N:25]=[C:24]2[CH3:32])[CH2:19]3)=[O:9])[CH2:4][CH2:3]1.[H-].[Na+].I[CH3:44].O>CN(C=O)C>[F:40][C:2]1([F:1])[CH2:7][CH2:6][CH:5]([C:8]([N:10]([CH3:44])[CH2:11][C:12]([CH3:39])([C:33]2[CH:38]=[CH:37][CH:36]=[CH:35][CH:34]=2)[CH2:13][CH2:14][N:15]2[C@H:20]3[CH2:21][CH2:22][C@@H:16]2[CH2:17][CH:18]([N:23]2[C:27]4[CH:28]=[CH:29][CH:30]=[CH:31][C:26]=4[N:25]=[C:24]2[CH3:32])[CH2:19]3)=[O:9])[CH2:4][CH2:3]1 |f:1.2|. Procedure: To a solution of the title compound from example 21 (100 mg, 0.18 mmol) in dry DMF (1.5 mL) was added sodium hydride (9 mg, 0.22 mmol) as a 60% suspension in mineral oil and the solution stirred under a nitrogen atmosphere at room temperature for 30 min. Iodomethane (0.06 mL, 0.9 mmol) was added and the reaction stirred at room temperature for 2 h. Water was added and the reaction partitioned between ethyl acetate and water. The organic layer was dried (MgSO4) and concentrated in vacuo. The resi... The reactants are CC(=O)O[BH-](OC(C)=O)OC(C)=O, CCC=O, ClCCCl, COC(=O)CCc1ccc(N(Cc2ccc(N=Cc3nc(-c4ccccc4)cs3)cc2)S(=O)(=O)c2ccccc2[N+](=O)[O-])cc1, [Na+], [Na+], O=C([O-])O. Product: CCCN(Cc1nc(-c2ccccc2)cs1)c1ccc(CN(c2ccc(CCC(=O)OC)cc2)S(=O)(=O)c2ccccc2[N+](=O)[O-])cc1. RXN SMILES: [C:46]([O:47][BH-:48]([O:49][C:50](=[O:51])[CH3:52])[O:53][C:54](=[O:55])[CH3:56])(=[O:57])[CH3:58].[CH:60]([CH2:61][CH3:62])=[O:63].[Cl:69][CH2:70][CH2:71][Cl:72].[N+:1](=[O:2])([O-:3])[c:4]1[c:5]([S:10](=[O:11])(=[O:12])[N:13]([c:14]2[cH:15][cH:16][c:17]([CH2:20][CH2:21][C:22](=[O:23])[O:24][CH3:25])[cH:18][cH:19]2)[CH2:26][c:27]2[cH:28][cH:29][c:30]([N:33]=[CH:34][c:35]3[s:36][cH:37][c:38](-[c:40]4[cH:41][cH:42][cH:43][cH:44][cH:45]4)[n:39]3)[cH:31][cH:32]2)[cH:6][cH:7][cH:8][cH:9]1.[Na+:59].[Na+:64].[OH:65][C:66](=[O:67])[O-:68]>>[N+:1](=[O:2])([O-:3])[c:4]1[c:5]([S:10](=[O:11])(=[O:12])[N:13]([c:14]2[cH:15][cH:16][c:17]([CH2:20][CH2:21][C:22](=[O:23])[O:24][CH3:25])[cH:18][cH:19]2)[CH2:26][c:27]2[cH:28][cH:29][c:30]([N:33]([CH2:34][c:35]3[s:36][cH:37][c:38](-[c:40]4[cH:41][cH:42][cH:43][cH:44][cH:45]4)[n:39]3)[CH2:60][CH2:61][CH3:62])[cH:31][cH:32]2)[cH:6][cH:7][cH:8][cH:9]1. Run in C1CCOC1 (THF), C1CCOC1 (THF), C1CCOC1 (THF). The product is BrC=1C=C(C=CC1OC)C1(N=C(C2=C(C=CC=C12)F)N)C1=CC(=NC=C1)C(F)(F)F (1-(3-Bromo-4-methoxyphenyl)-4-fluoro-1-(2-(trifluoromethyl)pyridin-4-yl)-1H-isoindol-3-amine). Reported procedure: A solution of 4-bromo-2-trifluoromethylpyridine (1.76 g, 7.80 mmol) in THF (2 mL) was added dropwise at −100° C. to t-butyllithium (9.17 mL, 15.59 mmol) in THF (15 mL) followed by the addition of (E)-N-((3-bromo-4-methoxyphenyl)(2-cyano-3-fluorophenyl)methylene)-2-methylpropane-2-sulfinamide (3.1 g, 7.09 mmol) in THF (10 mL). The reaction mixture was left on a thawing cooling bath for 1 hour and then allowed to reach room temperature and stirred for 2.5 hours. Hydrochloric acid in methanol (1.25... Run at time 2.5 hour. Reactants: BrC1=CC(=NC=C1)C(F)(F)F (4-bromo-2-trifluoromethylpyridine), C(C)(C)(C)[Li] (t-butyllithium), BrC=1C=C(C=CC1OC)/C(=N\S(=O)C(C)(C)C)/C1=C(C(=CC=C1)F)C#N ((E)-N-((3-bromo-4-methoxyphenyl)(2-cyano-3-fluorophenyl)methylene)-2-methylpropane-2-sulfinamide), Cl (Hydrochloric acid), CO (methanol). RXN SMILES: Br[C:2]1[CH:7]=[CH:6][N:5]=[C:4]([C:8]([F:11])([F:10])[F:9])[CH:3]=1.C([Li])(C)(C)C.[Br:17][C:18]1[CH:19]=[C:20](/[C:26](/[C:34]2[CH:39]=[CH:38][CH:37]=[C:36]([F:40])[C:35]=2[C:41]#[N:42])=[N:27]\S(C(C)(C)C)=O)[CH:21]=[CH:22][C:23]=1[O:24][CH3:25].Cl.CO>C1COCC1>[Br:17][C:18]1[CH:19]=[C:20]([C:26]2([C:2]3[CH:7]=[CH:6][N:5]=[C:4]([C:8]([F:11])([F:10])[F:9])[CH:3]=3)[C:34]3[C:35](=[C:36]([F:40])[CH:37]=[CH:38][CH:39]=3)[C:41]([NH2:42])=[N:27]2)[CH:21]=[CH:22][C:23]=1[O:24][CH3:25]. The yield is 89.3%. Reactants: NC=1SC=C(N1)/C(/C(=O)OCCSC)=N/O (2-methylthioethyl 2-(2-aminothiazol-4-yl)-2(Z)-hydroxyiminoacetate), BrC(C(=O)OC(C)(C)C)CC (tertbutyl 2-bromobutyrate), C([O-])([O-])=O.[K+].[K+] (potassium carbonate). Run in CC(=O)C (acetone). Reaction conditions: time 20 hour. Product: NC=1SC=C(N1)/C(/C(=O)OCCSC)=N/OC(CC)C(=O)OC(C)(C)C (2-Methylthioethyl 2-(2-aminothiazol-4-yl)-2(Z)-(1-tert-butoxycarbonylpropoxyimino)acetate). RXN SMILES: [NH2:1][C:2]1[S:3][CH:4]=[C:5](/[C:7](=[N:15]/[OH:16])/[C:8]([O:10][CH2:11][CH2:12][S:13][CH3:14])=[O:9])[N:6]=1.Br[CH:18]([CH2:26][CH3:27])[C:19]([O:21][C:22]([CH3:25])([CH3:24])[CH3:23])=[O:20].C(=O)([O-])[O-].[K+].[K+]>CC(C)=O>[NH2:1][C:2]1[S:3][CH:4]=[C:5](/[C:7](=[N:15]/[O:16][CH:18]([C:19]([O:21][C:22]([CH3:25])([CH3:24])[CH3:23])=[O:20])[CH2:26][CH3:27])/[C:8]([O:10][CH2:11][CH2:12][S:13][CH3:14])=[O:9])[N:6]=1 |f:2.3.4|. Procedure: A mixture of 10 g of 2-methylthioethyl 2-(2-aminothiazol-4-yl)-2(Z)-hydroxyiminoacetate, 10 g of tertbutyl 2-bromobutyrate and 7 g of anhydrous potassium carbonate in 250 ml of acetone is kept at 60°-70° C. for 20 hours with stirring. Insolubles are filtered off and the filtrate is concentrated under reduced pressure. The residue is dissolved in ethyl acetate, and the solution is washed with water, then with saturated aqueous sodium chloride and dried over anhydrous magnesium sulfate. The solven... The reactants are C1(=CC=CC=C1)P(=CC(=O)OC(C)(C)C)(C1=CC=CC=C1)C1=CC=CC=C1 (tert-butyl triphenylphosphoranediylacetate), C1=C(C=CC2=CC=CC=C12)C=O (2-naphthaldehyde). Run in C1(=CC=CC=C1)C (toluene), C1(=CC=CC=C1)C (toluene). Run at time 18 hour. Product: C1=C(C=CC2=CC=CC=C12)C=CC(=O)OC(C)(C)C (tert-butyl 3-(2-naphthyl)-2-propenoate). Yield: 91.0%. RXN SMILES: C1(P(C2C=CC=CC=2)(C2C=CC=CC=2)=[CH:8][C:9]([O:11][C:12]([CH3:15])([CH3:14])[CH3:13])=[O:10])C=CC=CC=1.[CH:28]1[C:37]2[C:32](=[CH:33][CH:34]=[CH:35][CH:36]=2)[CH:31]=[CH:30][C:29]=1[CH:38]=O>C1(C)C=CC=CC=1>[CH:28]1[C:37]2[C:32](=[CH:33][CH:34]=[CH:35][CH:36]=2)[CH:31]=[CH:30][C:29]=1[CH:38]=[CH:8][C:9]([O:11][C:12]([CH3:15])([CH3:14])[CH3:13])=[O:10]. Procedure: To a suspension of tert-butyl triphenylphosphoranediylacetate (8.82 g, 23.4 mmol) in toluene (15 mL) was added a solution of 2-naphthaldehyde (2.82 g, 18.0 mmol) in toluene (15 mL). The mixture was stirred at room temperature for 18 hr and filtered. The filtrate was concentrated, subjected to silica gel column chromatography (ethyl acetate/hexane=1/30) and recrystallized (acetonitrile/water=1/2) to give the title compound as a colorless paste (4.1 g, yield 91%), melting point: 74-75° C. The reactants are OC1=CC=NC2=CC=CC=C12 (4-hydroxyquinoline), BrCC1=CC=C(S1)C(CCCCC)O (5-bromomethyl-2-(1-hydroxyhexyl)thiophene), solution, [OH-].[Na+] (sodium hydroxide), O (water). The solvent is CS(=O)C (DMSO). Run at time 8 hour. The product is OC(CCCCC)C=1SC(=CC1)COC1=CC=NC2=CC=CC=C12 (4-[2-(1-Hydroxyhexyl)-5-thienylmethoxy]quinoline). The yield is 43.9%. RXN SMILES: [OH:1][C:2]1[C:11]2[C:6](=[CH:7][CH:8]=[CH:9][CH:10]=2)[N:5]=[CH:4][CH:3]=1.Br[CH2:13][C:14]1[S:18][C:17]([CH:19]([OH:25])[CH2:20][CH2:21][CH2:22][CH2:23][CH3:24])=[CH:16][CH:15]=1.[OH-].[Na+].O>CS(C)=O>[OH:25][CH:19]([C:17]1[S:18][C:14]([CH2:13][O:1][C:2]2[C:11]3[C:6](=[CH:7][CH:8]=[CH:9][CH:10]=3)[N:5]=[CH:4][CH:3]=2)=[CH:15][CH:16]=1)[CH2:20][CH2:21][CH2:22][CH2:23][CH3:24] |f:2.3|. Procedure details: To a well-stirred solution of 4-hydroxyquinoline (2 g, 0.014 mol) and 5-bromomethyl-2-(1-hydroxyhexyl)thiophene (3.82 g, 0.014 mol) in DMSO (50 ml) was added a 2N solution of sodium hydroxide (8 ml, 0.016 mol). The mixture became warm immediately. This clear solution was stirred overnight at room temperature, and then was poured into water (200 ml). The aqueous solution was extracted thoroughly with ethyl acetate (4×30 ml). The organic extract was washed with water and brine, and then dried over... Reactants: ClC1=CC=C(C=C1)C=1NC(OC1)=O (4-(4-chlorophenyl)-4-oxazolin-2-one), ClC(C(=O)OCC)=O (ethyl chloroglyoxylate), ice water. Reagents/catalysts: [Ti](Cl)(Cl)(Cl)Cl (Titanium tetrachloride). The solvent is ClCCl (dichloromethane). Conditions: time 2 hour. Yields the product ClC1=CC=C(C=C1)C=1NC(OC1C(C(=O)OCC)=O)=O (ethyl 2-[4-(4-chlorophenyl)-2-oxo-4-oxazolin-5-yl]-2-oxoacetate). Isolated yield 89.0%. RXN SMILES: [Cl:1][C:2]1[CH:7]=[CH:6][C:5]([C:8]2[NH:9][C:10](=[O:13])[O:11][CH:12]=2)=[CH:4][CH:3]=1.Cl[C:15](=[O:21])[C:16]([O:18][CH2:19][CH3:20])=[O:17]>[Ti](Cl)(Cl)(Cl)Cl.ClCCl>[Cl:1][C:2]1[CH:3]=[CH:4][C:5]([C:8]2[NH:9][C:10](=[O:13])[O:11][C:12]=2[C:15](=[O:21])[C:16]([O:18][CH2:19][CH3:20])=[O:17])=[CH:6][CH:7]=1. Reported procedure: Titanium tetrachloride(15.5 g) was added dropwise into a mixture of 4-(4-chlorophenyl)-4-oxazolin-2-one(4.00 g), ethyl chloroglyoxylate(5.58 g) and dichloromethane(30 ml) at room temperature. After stirring for 2 hours, the reaction mixture was poured into ice water, and extracted with ethyl acetate. The ethyl acetate layer was washed with water, and dried(MgSO4). The solvent was evaporated to give ethyl 2-[4-(4-chlorophenyl)-2-oxo-4-oxazolin-5-yl]-2-oxoacetate as crystals(5.38 g, 89%). This was... Reactants: CCOC(=O)CC(=O)OCC, CCCCP(CCCC)CCCC, CN(C)C(=O)N=NC(=O)N(C)C, Cc1ccccc1, Cc1ccc2c(c1)nc(N)c1ncc(CCc3ccc(CO)cc3C)cc12. Yields the product CCOC(=O)C(Cc1ccc(CCc2cnc3c(N)nc4cc(C)ccc4c3c2)c(C)c1)C(=O)OCC. RXN SMILES: [C:28]([CH2:29][C:30](=[O:31])[O:32][CH2:33][CH3:34])(=[O:35])[O:36][CH2:37][CH3:38].[CH2:39]([P:40]([CH2:41][CH2:42][CH2:43][CH3:44])[CH2:45][CH2:46][CH2:47][CH3:48])[CH2:49][CH2:50][CH3:51].[CH3:52][N:53]([CH3:54])[C:55]([N:56]=[N:57][C:58]([N:59]([CH3:60])[CH3:61])=[O:62])=[O:63].[CH3:64][c:65]1[cH:66][cH:67][cH:68][cH:69][cH:70]1.[NH2:1][c:2]1[n:3][c:4]2[c:5]([c:6]3[cH:7][c:8]([CH2:12][CH2:13][c:14]4[c:15]([CH3:22])[cH:16][c:17]([CH2:20][OH:21])[cH:18][cH:19]4)[cH:9][n:10][c:11]13)[cH:23][cH:24][c:25]([CH3:27])[cH:26]2>>[NH2:1][c:2]1[n:3][c:4]2[c:5]([c:6]3[cH:7][c:8]([CH2:12][CH2:13][c:14]4[c:15]([CH3:22])[cH:16][c:17]([CH2:20][CH:29]([C:28](=[O:35])[O:36][CH2:37][CH3:38])[C:30](=[O:31])[O:32][CH2:33][CH3:34])[cH:18][cH:19]4)[cH:9][n:10][c:11]13)[cH:23][cH:24][c:25]([CH3:27])[cH:26]2.